Dataset: the Open Reaction Database (ORD), a public repository of structured organic reaction records. Task: describe an organic reaction: reactants, conditions, products, and yield The reactants are C(C)N(C(C1=CC=2OCOC2C=C1)=O)CC (N,N-diethylpiperonylamide), C(C)(CC)[Li] (sec-Butyllithium), S(O)(O)(=O)=O (sulfuric acid), C(=O)=O (dry ice). The solvent is O (water), O1CCCC1 (tetrahydrofuran), O1CCCC1 (tetrahydrofuran), O1CCCC1 (tetrahydrofuran). Run at temperature 0 celsius. Product: C(C)N(C(C=1C(C(=O)O)=C2C(=CC1)OCO2)=O)CC (N,N-Diethyl-5,6-(methylenedioxy)phthalamic acid). RXN SMILES: [CH2:1]([N:3]([CH2:15][CH3:16])[C:4](=[O:14])[C:5]1[CH:13]=[CH:12][C:11]2[O:10][CH2:9][O:8][C:7]=2[CH:6]=1)[CH3:2].C([Li])(CC)C.[C:22](=[O:24])=[O:23].S(=O)(=O)(O)O>O1CCCC1.O>[CH2:15]([N:3]([CH2:1][CH3:2])[C:4](=[O:14])[C:5]1[C:6](=[C:7]2[O:8][CH2:9][O:10][C:11]2=[CH:12][CH:13]=1)[C:22]([OH:24])=[O:23])[CH3:16]. Procedure details: A solution of N,N-diethylpiperonylamide 10.0 g, 45.0 mmol) in tetrahydrofuran is added dropwise at -65° C. to -55° C. to a mixture of sec-Butyllithium (500 mL, 50.0 mmol, 1M in cyclohexane) in tetrahydrofuran under a nitrogen atmosphere. The reaction mixture is poured over tetrahydrofuran saturated with dry ice, allowed to warm to 0° C., treated slowly with water and acidified to pH 3 with concentrated sulfuric acid. The tetrahydrofuran is removed in vacuo and the aqueous residue is extracted wi... The reactants are CN(C)C=O, Cc1ccccc1, NCc1ccc(Cl)cc1, O=[N+]([O-])c1cccnc1O, O=S(Cl)Cl. Yields the product O=[N+]([O-])c1cccnc1NCc1ccc(Cl)cc1. RXN SMILES: [CH3:15][N:16]([CH3:17])[CH:18]=[O:19].[CH3:29][c:30]1[cH:31][cH:32][cH:33][cH:34][cH:35]1.[Cl:20][c:21]1[cH:22][cH:23][c:24]([CH2:25][NH2:26])[cH:27][cH:28]1.[OH:1][c:2]1[n:3][cH:4][cH:5][cH:6][c:7]1[N+:8](=[O:9])[O-:10].[S:11]([Cl:12])([Cl:13])=[O:14]>>[c:2]1([NH:26][CH2:25][c:24]2[cH:23][cH:22][c:21]([Cl:20])[cH:28][cH:27]2)[n:3][cH:4][cH:5][cH:6][c:7]1[N+:8](=[O:9])[O-:10].